This data is from the Open Reaction Database (ORD), a public repository of structured organic reaction records. The task is: describe an organic reaction: reactants, conditions, products, and yield Yields the product C(=O)C1=C(C(=NO1)C(=O)OCC)C (Ethyl 5-formyl-4-methylisoxazole-3-carboxylate). Starting materials: CC=1C(=NOC1C=C)C(=O)OCC (ethyl 4-methyl-5-vinylisoxazole-3-carboxylate), I(=O)(=O)(=O)[O-].[Na+] (sodium periodate). The reagents and catalysts are [Os] (Osmium). RXN SMILES: [CH3:1][C:2]1[C:3]([C:9]([O:11][CH2:12][CH3:13])=[O:10])=[N:4][O:5][C:6]=1[CH:7]=C.I([O-])(=O)(=O)=[O:15].[Na+]>C1COCC1.O.[Os]>[CH:7]([C:6]1[O:5][N:4]=[C:3]([C:9]([O:11][CH2:12][CH3:13])=[O:10])[C:2]=1[CH3:1])=[O:15] |f:1.2|. The solvent is C1CCOC1 (THF), O (water). Reported procedure: To ethyl 4-methyl-5-vinylisoxazole-3-carboxylate (3 g, 16.56 mmol) in THF (40 mL) and water (20 mL) at room temperature, was added sodium periodate (10.62 g, 49.7 mmol) and Osmium ENCAT 40 (828 mg, 0.248 mmol). The reaction mixture was stirred at room temperature over the weekend. The resulting mixture was filtered over Celite® (5 g), washing with EtOAc. The layers were separated and the aqueous layer was extracted with EtOAc. The combined organic extracts were dried over MgSO4, filtered and the... Reactants: CCO, [H][H], CCOCc1nc2c(N)nc3cc(OCc4ccccc4)ccc3c2n1CC(C)(C)NC(=O)NC(C)C. Yields the product CCOCc1nc2c(N)nc3cc(O)ccc3c2n1CC(C)(C)NC(=O)NC(C)C. RXN SMILES: [CH3:40][CH2:41][OH:42].[H:38][H:39].[NH2:1][c:2]1[n:3][c:4]2[cH:5][c:6]([O:30][CH2:31][c:32]3[cH:33][cH:34][cH:35][cH:36][cH:37]3)[cH:7][cH:8][c:9]2[c:10]2[c:11]1[n:12][c:13]([CH2:26][O:27][CH2:28][CH3:29])[n:14]2[CH2:15][C:16]([CH3:17])([CH3:18])[NH:19][C:20](=[O:21])[NH:22][CH:23]([CH3:24])[CH3:25]>>[NH2:1][c:2]1[n:3][c:4]2[cH:5][c:6]([OH:30])[cH:7][cH:8][c:9]2[c:10]2[c:11]1[n:12][c:13]([CH2:26][O:27][CH2:28][CH3:29])[n:14]2[CH2:15][C:16]([CH3:17])([CH3:18])[NH:19][C:20](=[O:21])[NH:22][CH:23]([CH3:24])[CH3:25]. The reactants are CC(C)(C)C1=C(C=CC(=C1)C(=O)OC)C1=C(C=CC(=C1)OC)F (Methyl 2-(1,1-dimethylethyl)-2′-fluoro-5′-(methyloxy)-1,1′-biphenyl-4-carboxylate), C1CCOC1 (THF), [H-].[H-].[H-].[H-].[Li+].[Al+3] (LAH), [OH-].[Na+] (NaOH). The product is CC(C)(C)C1=C(C=CC(=C1)CO)C1=C(C=CC(=C1)OC)F ((2-(1,1-Dimethylethyl)-2′-fluoro-5′-(methyloxy)-1,1′-biphenyl-4-yl)methanol). Yield: 72.2%. RXN SMILES: [CH3:1][C:2]([C:5]1[CH:10]=[C:9]([C:11](OC)=[O:12])[CH:8]=[CH:7][C:6]=1[C:15]1[CH:20]=[C:19]([O:21][CH3:22])[CH:18]=[CH:17][C:16]=1[F:23])([CH3:4])[CH3:3].C1COCC1.[H-].[H-].[H-].[H-].[Li+].[Al+3].[OH-].[Na+]>>[CH3:4][C:2]([C:5]1[CH:10]=[C:9]([CH2:11][OH:12])[CH:8]=[CH:7][C:6]=1[C:15]1[CH:20]=[C:19]([O:21][CH3:22])[CH:18]=[CH:17][C:16]=1[F:23])([CH3:1])[CH3:3] |f:2.3.4.5.6.7,8.9|. Procedure: To a cooled solution of 8.8 (0.85 g, 2.69 mmol) in dry THF (10.0 mL, 2.69 mmol) at 0° C., was added LAH (1.0 M solution in THF (6.0 mL, 6.0 mmol)). Upon complete addition, the reaction was allowed to warm to room temperature and monitored by TLC and LCMS. Upon completion, 1N NaOH (5 mL) was carefully added to quench the reaction. The resulting solution was extracted with EtOAc (3×10 mL). The combined organic layers were dried over MgSO4, filtered, and concentrated in vacuo. The residue was then ...